From a dataset of the Open Reaction Database (ORD), a public repository of structured organic reaction records. describe an organic reaction: reactants, conditions, products, and yield The reactants are CSC=1S\C(\C(N1)=O)=C/C=1C=C2C=CC=NC2=CC1 (2-methylsulfanyl-5-[1-quinolin-6-yl-meth-(Z)-ylidene]-thiazol-4-one), N1=C(C=CC=C1)CCN (2-pyridin-2-yl-ethylamine), CCN(C(C)C)C(C)C (DIEA). Product: N1=C(C=CC=C1)CCNC=1S\C(\C(N1)=O)=C/C=1C=C2C=CC=NC2=CC1 (2-(2-pyridin-2-yl-ethylamino)-5-[1-quinolin-6-yl-meth-(Z)-ylidene]-thiazol-4-one). Reaction SMILES: CS[C:3]1[S:4]/[C:5](=[CH:9]\[C:10]2[CH:11]=[C:12]3[C:17](=[CH:18][CH:19]=2)[N:16]=[CH:15][CH:14]=[CH:13]3)/[C:6](=[O:8])[N:7]=1.[N:20]1[CH:25]=[CH:24][CH:23]=[CH:22][C:21]=1[CH2:26][CH2:27][NH2:28].CCN(C(C)C)C(C)C>>[N:20]1[CH:25]=[CH:24][CH:23]=[CH:22][C:21]=1[CH2:26][CH2:27][NH:28][C:3]1[S:4]/[C:5](=[CH:9]\[C:10]2[CH:11]=[C:12]3[C:17](=[CH:18][CH:19]=2)[N:16]=[CH:15][CH:14]=[CH:13]3)/[C:6](=[O:8])[N:7]=1. Procedure: Similar procedure as described in example 1b was used, starting from 2-methylsulfanyl-5-[1-quinolin-6-yl-meth-(Z)-ylidene]-thiazol-4-one, 2-pyridin-2-yl-ethylamine and DIEA to give 2-(2-pyridin-2-yl-ethylamino)-5-[1-quinolin-6-yl-meth-(Z)-ylidene]-thiazol-4-one. LC-MS m/e 361 (MH+). Reactants: CC1=C(C=CC=C1[N+](=O)[O-])NS(=O)(=O)C (N-(2-methyl-3-nitro-phenyl)-methanesulfonamide), O.O.[Sn](Cl)Cl (tin(II) chloride dihydrate), C([O-])(O)=O.[Na+] (sodium bicarbonate). Solvent: C(C)O (ethanol), C(C)(=O)OCC (ethyl acetate). Conditions: time 8 hour. Product: NC=1C(=C(C=CC1)NS(=O)(=O)C)C (N-(3-amino-2-methyl-phenyl)-methanesulfonamide). Isolated yield 76.6%. RXN SMILES: [CH3:1][C:2]1[C:7]([N+:8]([O-])=O)=[CH:6][CH:5]=[CH:4][C:3]=1[NH:11][S:12]([CH3:15])(=[O:14])=[O:13].O.O.[Sn](Cl)Cl.C(=O)(O)[O-].[Na+]>C(O)C.C(OCC)(=O)C>[NH2:8][C:7]1[C:2]([CH3:1])=[C:3]([NH:11][S:12]([CH3:15])(=[O:14])=[O:13])[CH:4]=[CH:5][CH:6]=1 |f:1.2.3,4.5|. Procedure details: A mixture of N-(2-methyl-3-nitro-phenyl)-methanesulfonamide (1.5 g) and tin(II) chloride dihydrate (7.4 g) in ethanol (15 mL) and ethyl acetate (15 mL, from Burdick and Jackson, Muskegon, Mich.) was stirred at room temperature overnight. The reaction mixture was treated with saturated sodium bicarbonate solution to pH>9. The mixture was filtered and the filtrate was washed with water and brine. After drying over anhydrous sodium sulfate and evaporation of solvent, N-(3-amino-2-methyl-phenyl)-met... The reactants are C1(=CC=C(C=C1)NC1=C(C=O)C=CC=C1)C (N-(p-tolyl)-o-aminobenzaldehyde), O1C(=CC=C1)C(=O)CC(C)=O ((2-furoyl)acetone), N1CCCCC1 (piperidine). Run in C(C)O (ethanol). Yields the product O1C(=CC=C1)C(=O)C=1C(=NC2=CC=CC=C2C1)C (3-(2-Furoyl)-2-methylquinoline). The yield is 77.0%. Reaction SMILES: [C:1]1(C)[CH:6]=C[C:4]([NH:7][C:8]2C=CC=C[C:9]=2C=O)=[CH:3][CH:2]=1.[O:17]1[CH:21]=[CH:20][CH:19]=[C:18]1[C:22]([CH2:24][C:25](=O)[CH3:26])=[O:23].N1CCCCC1>C(O)C>[O:17]1[CH:21]=[CH:20][CH:19]=[C:18]1[C:22]([C:24]1[C:8]([CH3:9])=[N:7][C:4]2[C:26]([CH:25]=1)=[CH:6][CH:1]=[CH:2][CH:3]=2)=[O:23]. Procedure: A solution of 410 mg (1.95 mmol) N-(p-tolyl)-o-aminobenzaldehyde 326 mg (2.15 mmol), (2-furoyl)acetone and 50 mg piperidine in 4 ml 95% ethanol was heated overnight under reflux. Removal of he volatile materials left a black, gummy oil which was taken up in dichloromethane and, after being washed with 3M NaOH, brine, and dried (MgSO4), purified by flash chromatography [eluent, 3:2 pentane-diethyl ether (3:2)] yielding 355 mg (1.50 mmol, 77%) product. Starting materials: COCCBr (2-bromoethyl methyl ether), COCCBr (2-bromoethyl methyl ether), ClC1=CC=C2CCN(C2=C1)C1=NC=NC2=CC(=CC=C12)O (4-(6-Chloro-2,3-dihydro-indol-1-yl)-quinazolin-7-ol), CO3, O.O.O.O.O.[OH-].C[N+](C)(C)C (tetramethylammonium hydroxide pentahydrate), Cl (HCl). The solvent is CN(C)C=O (DMF), O (H2O). Reaction conditions: temperature 50 celsius, time 36 hour. The product is Cl.ClC1=CC=C2CCN(C2=C1)C1=NC=NC2=CC(=CC=C12)OCCOC (4-(6-Chloro-2,3-dihydro-indol-1-yl)-7-(2-methoxy-ethoxy)-quinazoline hydrochloride salt). Yield: 110.5%. As a reaction SMILES: [Cl:1][C:2]1[CH:10]=[C:9]2[C:5]([CH2:6][CH2:7][N:8]2[C:11]2[C:20]3[C:15](=[CH:16][C:17]([OH:21])=[CH:18][CH:19]=3)[N:14]=[CH:13][N:12]=2)=[CH:4][CH:3]=1.O.O.O.O.O.[OH-].C[N+](C)(C)C.[CH3:33][O:34][CH2:35][CH2:36]Br.Cl>CN(C=O)C.O>[ClH:1].[Cl:1][C:2]1[CH:10]=[C:9]2[C:5]([CH2:6][CH2:7][N:8]2[C:11]2[C:20]3[C:15](=[CH:16][C:17]([O:21][CH2:36][CH2:35][O:34][CH3:33])=[CH:18][CH:19]=3)[N:14]=[CH:13][N:12]=2)=[CH:4][CH:3]=1 |f:1.2.3.4.5.6.7,12.13|. Reported procedure: To 4-(6-chloro-2,3-dihydro-indol-1-yl)-quinazolin-7-ol (125 mg, 0.42 mmol; from Example 65) in DMF (2 mL) was added H2O (50 μL), K2 CO3 (s) (116 mg, 0.84 mmol), and tetramethylammonium hydroxide pentahydrate (15 mg, 0.08 mmol) followed by 2-bromoethyl methyl ether (43 μL, 0.46 mmol). The mixture was stirred at 50° C. under N2(g) for 24 hours before another aliquot (43 μL) of 2-bromoethyl methyl ether was added. Stirring at 50° C. was continued for another 36 hours before extractive workup and ch... The reactants are C(C)(C)(C)C=1N=C(SC1)NC(=O)[C@H]1NCCC1 ((S)-pyrrolidine-2-carboxylic acid (4-tert-butyl-thiazol-2-yl)-amide), Cl (hydrochloride), O1CCC(CC1)C=O (tetrahydro-pyran-4-carbaldehyde), C(C)(=O)O (acetic acid), sodium sulfate(5-10 equivalents), C(C)(=O)O[BH-](OC(C)=O)OC(C)=O.[Na+] (sodium triacetoxyborohydride). The solvent is ClCCCl (1,2-dichloroethane). Run at time 37.5 minute. Product: C(C)(C)(C)C=1N=C(SC1)NC(=O)[C@H]1N(CCC1)CC1CCOCC1 ((S)-1-(tetrahydro-pyran-4-ylmethyl)-pyrrolidine-2-carboxylic acid (4-tert-butyl-thiazol-2-yl)-amide). RXN SMILES: [C:1]([C:5]1[N:6]=[C:7]([NH:10][C:11]([C@@H:13]2[CH2:17][CH2:16][CH2:15][NH:14]2)=[O:12])[S:8][CH:9]=1)([CH3:4])([CH3:3])[CH3:2].Cl.[O:19]1[CH2:24][CH2:23][CH:22]([CH:25]=O)[CH2:21][CH2:20]1.C(O)(=O)C.C(O[BH-](OC(=O)C)OC(=O)C)(=O)C.[Na+]>ClCCCl>[C:1]([C:5]1[N:6]=[C:7]([NH:10][C:11]([C@@H:13]2[CH2:17][CH2:16][CH2:15][N:14]2[CH2:25][CH:22]2[CH2:23][CH2:24][O:19][CH2:20][CH2:21]2)=[O:12])[S:8][CH:9]=1)([CH3:4])([CH3:2])[CH3:3] |f:4.5|. Reported procedure: To a solution of (S)-pyrrolidine-2-carboxylic acid (4-tert-butyl-thiazol-2-yl)-amide; hydrochloride (0.310 g; 1.070 mmol) in 1,2-dichloroethane (2 mL) was added tetrahydro-pyran-4-carbaldehyde (0.244 g; 2.140 mmol), acetic acid (0.2 mL; 3.497 mmol), and sodium sulfate(5-10 equivalents). The mixture is stirred for 30-45 minutes before adding sodium triacetoxyborohydride (0.454 g; 2.140 mmol) and stirring overnight at room temperature. After this time, the mixture is filtered through a plug of sil...